From a dataset of the Open Reaction Database (ORD), a public repository of structured organic reaction records. describe an organic reaction: reactants, conditions, products, and yield The reactants are aqueous solution, [OH-].[Na+] (sodium hydroxide), O=C(C(=O)[O-])C(CC)C1=CC=CC=C1.[Na+] (sodium 2-oxo-3-phenylpentanoate), O1CCCC1 (tetrahydrofuran), Cl (hydrochloric acid), aqueous solution, [OH-].[Na+] (sodium hydroxide), C(C=C)Br (allyl bromide). The reagents and catalysts are [Cl-].C(C)[N+](CC1=CC=CC=C1)(CC)CC (triethylbenzylammonium chloride). The product is O=C(C(=O)[O-])C(CC#C)(C1=CC=CC=C1)CC.[Na+] (sodium 2-oxo-3-ethyl-3-phenyl-5-hexynoate). Isolated yield 80.0%. Reaction SMILES: [OH-].[Na+:2].[O:3]=[C:4]([CH:8]([C:11]1[CH:16]=[CH:15][CH:14]=[CH:13][CH:12]=1)[CH2:9][CH3:10])[C:5]([O-:7])=[O:6].[Na+].[CH2:18](Br)[CH:19]=C.Cl.O1CCC[CH2:24]1>[Cl-].C([N+](CC)(CC)CC1C=CC=CC=1)C>[O:3]=[C:4]([C:8]([CH2:18][CH3:19])([C:11]1[CH:16]=[CH:15][CH:14]=[CH:13][CH:12]=1)[CH2:9][C:10]#[CH:24])[C:5]([O-:7])=[O:6].[Na+:2] |f:0.1,2.3,7.8,9.10|. Procedure details: A 3N aqueous solution (0.76 ml) of sodium hydroxide and 3.0 ml of tetrahydrofuran were added to 0.30 g (1.39 mmoles) of sodium 2-oxo-3-phenylpentanoate, and the mixture was stirred until a completely uniform solution formed. Then, 0.24 ml (2.8 mmoles) of allyl bromide and 36 mg (0.16 mmole) of triethylbenzylammonium chloride were added, and the mixture reacted at room temperature for 25 hours. The reaction mixture was acidified with 1N hydrochloric acid, and extracted with ether. The ether layer...